From a dataset of the Open Reaction Database (ORD), a public repository of structured organic reaction records. describe an organic reaction: reactants, conditions, products, and yield Reactants: CC(C)Br, COc1cccc(CC#N)c1, [H-], [Na+], CN(C)C=O. Product: COc1cccc(C(C#N)C(C)C)c1. RXN SMILES: [Br:14][CH:15]([CH3:16])[CH3:17].[CH3:1][O:2][c:3]1[cH:4][c:5]([CH2:9][C:10]#[N:11])[cH:6][cH:7][cH:8]1.[H-:13].[Na+:12].[O:18]=[CH:19][N:20]([CH3:21])[CH3:22]>>[CH3:1][O:2][c:3]1[cH:4][c:5]([CH:9]([C:10]#[N:11])[CH:15]([CH3:16])[CH3:17])[cH:6][cH:7][cH:8]1. Starting materials: C(C)C1=CC=C(C(=O)O)C=C1 (4-ethyl benzoic acid), C(C(=O)Cl)(=O)Cl (oxalyl chloride), [Al+3].[Cl-].[Cl-].[Cl-] (AlCl3), BrC1=C(C=C(C=C1)Cl)OC (1-bromo-4-chloro-2-methoxybenzene). Run in ClCCl (dichloromethane), CN(C=O)C (N,N-dimethylformamide). Conditions: time 2 hour. The product is BrC=1C(=CC(=C(C1)C(=O)C1=CC=C(C=C1)CC)Cl)OC ((5-bromo-2-chloro-4-methoxyphenyl)(4-ethylphenyl)methanone). Reaction SMILES: [CH2:1]([C:3]1[CH:11]=[CH:10][C:6]([C:7]([OH:9])=O)=[CH:5][CH:4]=1)[CH3:2].C(Cl)(=O)C(Cl)=O.[Br:18][C:19]1[CH:24]=[CH:23][C:22]([Cl:25])=[CH:21][C:20]=1[O:26][CH3:27].[Al+3].[Cl-].[Cl-].[Cl-]>ClCCl.CN(C)C=O>[Br:18][C:19]1[C:20]([O:26][CH3:27])=[CH:21][C:22]([Cl:25])=[C:23]([C:7]([C:6]2[CH:5]=[CH:4][C:3]([CH2:1][CH3:2])=[CH:11][CH:10]=2)=[O:9])[CH:24]=1 |f:3.4.5.6|. Reported procedure: To a solution of 4-ethyl benzoic acid (AQ) (0.50 g, 3.33 mmol) in dry dichloromethane (20 mL) was added dropwise oxalyl chloride (0.32 mL, 3.68 mmol) followed by N,N-dimethylformamide (0.1 mL). After being stirred for 2 h at room temperature, the reaction mixture was evaporated and the residue was dissolved in dry dichloromethane (20 mL) at room temperature under agron. After cooling to −5° C., 1-bromo-4-chloro-2-methoxybenzene (0.6 g, 2.78 mmol) was added. Then AlCl3 (0.43 g, 3.33 mmol) was add... Reactants: S(=O)(Cl)Cl (thionyl chloride), OC1C(N(CO1)C1=CC(=CC=C1)C(F)(F)F)=O (5-hydroxy-3-[3-(trifluoromethyl)phenyl]-4-oxazolidinone), C([O-])(O)=O.[Na+] (sodium bicarbonate), C(C)C(CC)C1=NNC=C1 (3-(1-ethylpropyl)-1H-pyrazole), C(C)(C)N(C(C)C)CC (N,N-diisopropylethylamine). Solvent: C(Cl)Cl (methylene chloride). Run at temperature 0 celsius, time 20 minute. Product: C(C)C(CC)C1=NN(C=C1)C1C(N(CO1)C1=CC(=CC=C1)C(F)(F)F)=O (5-[3-(1-ethylpropyl)-1H-pyrazol-1-yl]-3-[3-(trifluoromethyl)phenyl]-4-oxazolidinone). As a reaction SMILES: S(Cl)(Cl)=O.[CH2:5]([CH:7]([C:10]1[CH:14]=[CH:13][NH:12][N:11]=1)[CH2:8][CH3:9])[CH3:6].C(N(CC)C(C)C)(C)C.O[CH:25]1[O:29][CH2:28][N:27]([C:30]2[CH:35]=[CH:34][CH:33]=[C:32]([C:36]([F:39])([F:38])[F:37])[CH:31]=2)[C:26]1=[O:40].C(=O)(O)[O-].[Na+]>C(Cl)Cl>[CH2:5]([CH:7]([C:10]1[CH:14]=[CH:13][N:12]([CH:25]2[O:29][CH2:28][N:27]([C:30]3[CH:35]=[CH:34][CH:33]=[C:32]([C:36]([F:38])([F:37])[F:39])[CH:31]=3)[C:26]2=[O:40])[N:11]=1)[CH2:8][CH3:9])[CH3:6] |f:4.5|. Reported procedure: To a stirred solution of thionyl chloride (5 mL, 68.55 mmol) in methylene chloride (100 mL) at ˜10° C. was slowly added 3-(1-ethylpropyl)-1H-pyrazole (11.74 g, 84.94 mmol). The resulting solution was stirred for ˜20 minutes and was then cooled to ˜0° C. To this solution was added N,N-diisopropylethylamine (24.7 mL, 141.8 mmol) dropwise and then 5-hydroxy-3-[3-(trifluoromethyl)phenyl]-4-oxazolidinone (14 g, 56.64 mmol), portionwise at temperatures between 0° C. and 15° C. After the addition, the ... Starting materials: CCl (CH3Cl), C1(=C(C=CC=C1)C(CC)=O)C (1-o-tolyl-propan-1-one), C=1C=CC(=CC1)N=NC=2C=CC(=NC2N)N.Cl.[Br-] (pyridium bromide). Run in C1CCOC1 (THF). The product is BrC(C(=O)C1=C(C=CC=C1)C)C (2-Bromo-1-o-tolyl-propan-1-one). As a reaction SMILES: CCl.[C:3]1([CH3:13])[CH:8]=[CH:7][CH:6]=[CH:5][C:4]=1[C:9](=[O:12])[CH2:10][CH3:11].C1C=CC(N=NC2C=CC(N)=NC=2N)=CC=1.Cl.[Br-:31]>C1COCC1>[Br:31][CH:10]([CH3:11])[C:9]([C:4]1[CH:5]=[CH:6][CH:7]=[CH:8][C:3]=1[CH3:13])=[O:12] |f:2.3.4|. Reported procedure: To a 50 ml round bottomed flask with stirring bar and an argon inlet was added CH3Cl (10 ml), THF (5 ml), 1-o-tolyl-propan-1-one (318 mg, 2.14 mmol, and pyridium bromide perbromide (735 mg, 2.36 mmol). This solution was stirred at ambient temperature for 2 h. The reaction mixture was washed with 5% aqueous HCl, H2O, and brine. Drying (MgSO4), filtration and removal of sovent in vacuo gave an oil. This material was chromatographed (Silica gel, 5% EtOAc/Hexane) to affort the title product. The reactants are O=C([O-])[O-], [Na+], [Na+], CN(C)C=O, O=C(NCC(=O)N1CCN(C(=O)c2ccccc2C(F)(F)F)CC1)c1ccc(Cl)nn1, O, Cl[Pd]Cl, OB(O)c1ccccc1. Yields the product O=C(NCC(=O)N1CCN(C(=O)c2ccccc2C(F)(F)F)CC1)c1ccc(-c2ccccc2)nn1. Reaction SMILES: [C:1](=[O:2])([O-:3])[O-:4].[Na+:5].[Na+:6].[O:47]=[CH:48][N:49]([CH3:50])[CH3:51].[O:7]=[C:8]([CH2:9][NH:10][C:11](=[O:12])[c:13]1[n:14][n:15][c:16]([Cl:19])[cH:17][cH:18]1)[N:20]1[CH2:21][CH2:22][N:23]([C:26]([c:27]2[c:28]([C:33]([F:34])([F:35])[F:36])[cH:29][cH:30][cH:31][cH:32]2)=[O:37])[CH2:24][CH2:25]1.[OH2:52].[Pd:53]([Cl:54])[Cl:55].[c:38]1([B:44]([OH:45])[OH:46])[cH:39][cH:40][cH:41][cH:42][cH:43]1>>[O:7]=[C:8]([CH2:9][NH:10][C:11](=[O:12])[c:13]1[n:14][n:15][c:16](-[c:38]2[cH:39][cH:40][cH:41][cH:42][cH:43]2)[cH:17][cH:18]1)[N:20]1[CH2:21][CH2:22][N:23]([C:26]([c:27]2[c:28]([C:33]([F:34])([F:35])[F:36])[cH:29][cH:30][cH:31][cH:32]2)=[O:37])[CH2:24][CH2:25]1. The reactants are FC1=C(C=C(C=C1)[C@@H](CCC(=O)O)O)C ((R)-4-(4-Fluoro-3-methyl-phenyl)-4-hydroxy-butanoic acid), [H-].[Na+] (NaH), CI (Methyl iodide). Solvent: C1CCOC1 (THF), C1CCOC1 (THF). Reaction conditions: time 3 hour. The product is FC1=C(C=C(C=C1)[C@@H](CCC(=O)O)OC)C ((R)-4-(4-Fluoro-3-methylphenyl)-4-methoxybutanoic acid). RXN SMILES: [H-].[Na+].[F:3][C:4]1[CH:9]=[CH:8][C:7]([C@H:10]([OH:16])[CH2:11][CH2:12][C:13]([OH:15])=[O:14])=[CH:6][C:5]=1[CH3:17].[CH3:18]I>C1COCC1>[F:3][C:4]1[CH:9]=[CH:8][C:7]([C@H:10]([O:16][CH3:18])[CH2:11][CH2:12][C:13]([OH:15])=[O:14])=[CH:6][C:5]=1[CH3:17] |f:0.1|. Procedure details: To the suspension of NaH (373 mg of a 60% dispersion in mineral oil, 9.3 mmol) in 20 mL THF was slowly added (R)-4-(4-Fluoro-3-methyl-phenyl)-4-hydroxy-butanoic acid as a solution in 10 mL THF at 25° C. Methyl iodide (974 mg, 6.9 mmol, 427 μL) was then added dropwise to the mixture. The resulting mixture was stirred for 3 h at room temperature and then the reaction was quenched by the addition of 20 mL of 1M HCl. The mixture was and extracted with ethyl acetate (3×30 mL) and the combined organic... As a reaction SMILES: Cl[C:2]1[O:3][C:4]2[CH:10]=[CH:9][CH:8]=[CH:7][C:5]=2[N:6]=1.O1CCCC1.[F:16][C:17]1[CH:23]=[C:22]([F:24])[CH:21]=[CH:20][C:18]=1[NH2:19]>O>[F:16][C:17]1[CH:23]=[C:22]([F:24])[CH:21]=[CH:20][C:18]=1[NH:19][C:2]1[O:3][C:4]2[CH:10]=[CH:9][CH:8]=[CH:7][C:5]=2[N:6]=1. Yields the product FC1=C(NC=2OC3=C(N2)C=CC=C3)C=CC(=C1)F (2-(2,4-difluoroanilino)benzoxazole). The reactants are ClC=1OC2=C(N1)C=CC=C2 (2-chlorobenzoxazole), O1CCCC1 (tetrahydrofuran), 2-(2,4-difluoroaniline)benzoxazole, O1CCCC1 (tetrahydrofuran), FC1=C(N)C=CC(=C1)F (2,4-difluoroaniline). Run in O (water). Reported procedure: To a solution of 15.4 g. (0.1 mole) of 2-chlorobenzoxazole in 200 ml. of tetrahydrofuran was added dropwise a solution of 12.9 g. (0.1 mole) of 2,4-difluoroaniline in 100 ml. of tetrahydrofuran with vigorous agitation. Following the addition, the reaction mixture was heated on a steam bath under reflux for 16 hours. The reaction mixture was cooled to about 25° C., and about 500 ml. of water added thereto. The tetrahydrofuran solvent was removed by distillation under vacuum. The precipitate which... Reaction conditions: temperature 25 celsius. The reactants are C(C1=CC=CC=C1)OC(=O)N[C@@H](C)C(=O)N1C2C(C[C@H]1C(=O)OCC)COC2 (1 -[N-benzyloxycarbonyl- (S) -alanyl]hexahydrofuro[3,4 -b]pyrrole-2(S)-carboxylic acid, ethyl ester), [OH-].[Na+] (sodium hydroxide). Run in CO (methanol). Conditions: time 18 hour. The product is C(C1=CC=CC=C1)OC(=O)N[C@@H](C)C(=O)N1C2C(C[C@H]1C(=O)O)COC2 (1-[N-benzyloxycarbonyl-(S)-alanyl]hexahydrofuro[3,4-b ]pyrrole-2(S)-carboxylic acid). Reaction SMILES: [CH2:1]([O:8][C:9]([NH:11][C@H:12]([C:14]([N:16]1[C@H:20]([C:21]([O:23]CC)=[O:22])[CH2:19][CH:18]2[CH2:26][O:27][CH2:28][CH:17]12)=[O:15])[CH3:13])=[O:10])[C:2]1[CH:7]=[CH:6][CH:5]=[CH:4][CH:3]=1.[OH-].[Na+]>CO>[CH2:1]([O:8][C:9]([NH:11][C@H:12]([C:14]([N:16]1[C@H:20]([C:21]([OH:23])=[O:22])[CH2:19][CH:18]2[CH2:26][O:27][CH2:28][CH:17]12)=[O:15])[CH3:13])=[O:10])[C:2]1[CH:3]=[CH:4][CH:5]=[CH:6][CH:7]=1 |f:1.2|. Procedure details: To a solution of 1 -[N-benzyloxycarbonyl- (S) -alanyl]hexahydrofuro[3,4 -b]pyrrole-2(S)-carboxylic acid, ethyl ester in methanol, add 2.5 N sodium hydroxide and stir the mixture at room temperature for 18 hours. Concentrate the mixture under nitrogen, dilute the residue with ice-water and then make the mixture acidic with concentrated hydrochloric acid. Extract the aqueous solution with ethyl acetate and dry the organic phase over magnesium sulfate. Concentrate the organic phase and place it on ...